From a dataset of the Open Reaction Database (ORD), a public repository of structured organic reaction records. describe an organic reaction: reactants, conditions, products, and yield The reactants are OCCNCc1ccccc1, c1ccc(CN2CC3OC3C2)cc1. The product is OCCN(Cc1ccccc1)C1CN(Cc2ccccc2)CC1O. Reaction SMILES: [CH2:14]([c:15]1[cH:16][cH:17][cH:18][cH:19][cH:20]1)[NH:21][CH2:22][CH2:23][OH:24].[CH2:1]([c:2]1[cH:3][cH:4][cH:5][cH:6][cH:7]1)[N:8]1[CH2:9][CH:10]2[O:11][CH:12]2[CH2:13]1>>[CH2:1]([c:2]1[cH:3][cH:4][cH:5][cH:6][cH:7]1)[N:8]1[CH2:9][CH:10]([OH:11])[CH:12]([N:21]([CH2:14][c:15]2[cH:16][cH:17][cH:18][cH:19][cH:20]2)[CH2:22][CH2:23][OH:24])[CH2:13]1. Reactants: COCCn1cc(C=O)cn1, CC1=CN=C(C=C1)N, [C-]#[N+]C1CCCCC1. The reagents and catalysts are O=C(O)C(F)(F)F (trifluoroacetic acid). Run in CC(C)O (isopropyl alcohol), CC(C)O (isopropylalcohol). Run at temperature 22 celsius, time 20 hour. Product: Cc1ccc2nc(c3cnn(CCOC)c3)c(NC3CCCCC3)n2c1. Yield: 58.2%. Reaction SMILES: CC1=CC=C(N)N=C1.[C-]#[N+]C1CCCCC1.COCCN1C=C(C=O)C=N1>>COCCN1C=C(C=N1)C1=C(NC2CCCCC2)N2C=C(C)C=CC2=N1.